From a dataset of the Open Reaction Database (ORD), a public repository of structured organic reaction records. describe an organic reaction: reactants, conditions, products, and yield Reactants: Cl.COC=1C=C(C=CC1OC)C=1C(C(N(N1)C1CCNCC1)=O)(C)C (5-(3,4-dimethoxyphenyl)-4,4-dimethyl-2-(piperidin-4-yl)-2,4-dihydro-3H-pyrazol-3-one hydrochloride), Cl.COC=1C=C(C=CC1OC)C=1C(C(N(N1)C1CCNCC1)=O)(C)C (5-(3,4-dimethoxyphenyl)-4,4-dimethyl-2-(piperidin-4-yl)-2,4-dihydro-3H-pyrazol-3-one hydrochloride), FC(C1=C(C=CC=C1)S(=O)(=O)Cl)(F)F (2-(trifluoromethyl)benzenesulfonyl chloride). Product: COC=1C=C(C=CC1OC)C=1C(C(N(N1)C1CCN(CC1)S(=O)(=O)C1=C(C=CC=C1)C(F)(F)F)=O)(C)C (5-(3,4-Dimethoxyphenyl)-4,4-dimethyl-2-(1-{[2-(trifluoromethyl)phenyl]sulfonyl}piperidin-4-yl)-2,4-dihydro-3H-pyrazol-3-one). As a reaction SMILES: Cl.[CH3:2][O:3][C:4]1[CH:5]=[C:6]([C:12]2[C:13]([CH3:25])([CH3:24])[C:14](=[O:23])[N:15]([CH:17]3[CH2:22][CH2:21][NH:20][CH2:19][CH2:18]3)[N:16]=2)[CH:7]=[CH:8][C:9]=1[O:10][CH3:11].[F:26][C:27]([F:39])([F:38])[C:28]1[CH:33]=[CH:32][CH:31]=[CH:30][C:29]=1[S:34](Cl)(=[O:36])=[O:35]>>[CH3:2][O:3][C:4]1[CH:5]=[C:6]([C:12]2[C:13]([CH3:25])([CH3:24])[C:14](=[O:23])[N:15]([CH:17]3[CH2:22][CH2:21][N:20]([S:34]([C:29]4[CH:30]=[CH:31][CH:32]=[CH:33][C:28]=4[C:27]([F:26])([F:38])[F:39])(=[O:36])=[O:35])[CH2:19][CH2:18]3)[N:16]=2)[CH:7]=[CH:8][C:9]=1[O:10][CH3:11] |f:0.1|. Procedure details: The title compound is prepared analogously as described for GP1 using 5-(3,4-dimethoxyphenyl)-4,4-dimethyl-2-(piperidin-4-yl)-2,4-dihydro-3H-pyrazol-3-one hydrochloride (compound B1*HCl) and 2-(trifluoromethyl)benzenesulfonyl chloride as starting compounds. The crude product is purified by crystallization from methanol to yield the title compound. The reactants are NC=1C(=C(C#N)C=CC1)C (3-amino-2-methylbenzonitrile), Br.BrC(C)C=1C=C(C=C2C(C=C(OC12)N1CCOCC1)=O)C(=O)N(C)C (8-(1-bromoethyl)-N,N-dimethyl-2-morpholino-4-oxo-4H-chromene-6-carboxamide hydrobromide). Yields the product C(#N)C=1C(=C(C=CC1)NC(C)C=1C=C(C=C2C(C=C(OC12)N1CCOCC1)=O)C(=O)N(C)C)C (8-(1-(3-cyano-2-methylphenylamino)ethyl)-N,N-dimethyl-2-morpholino-4-oxo-4H-chromene-6-carboxamide). Yield: 56.5%. As a reaction SMILES: [NH2:1][C:2]1[C:3]([CH3:10])=[C:4]([CH:7]=[CH:8][CH:9]=1)[C:5]#[N:6].Br.Br[CH:13]([C:15]1[CH:16]=[C:17]([C:32]([N:34]([CH3:36])[CH3:35])=[O:33])[CH:18]=[C:19]2[C:24]=1[O:23][C:22]([N:25]1[CH2:30][CH2:29][O:28][CH2:27][CH2:26]1)=[CH:21][C:20]2=[O:31])[CH3:14]>>[C:5]([C:4]1[C:3]([CH3:10])=[C:2]([NH:1][CH:13]([C:15]2[CH:16]=[C:17]([C:32]([N:34]([CH3:36])[CH3:35])=[O:33])[CH:18]=[C:19]3[C:24]=2[O:23][C:22]([N:25]2[CH2:30][CH2:29][O:28][CH2:27][CH2:26]2)=[CH:21][C:20]3=[O:31])[CH3:14])[CH:9]=[CH:8][CH:7]=1)#[N:6] |f:1.2|. Procedure: 3-amino-2-methylbenzonitrile (108 mg, 0.82 mmol) was reacted with 8-(1-bromoethyl)-N,N-dimethyl-2-morpholino-4-oxo-4H-chromene-6-carboxamide hydrobromide (100 mg, 0.20 mmol) using an analogous procedure to the one described in Example 3.03 to give 8-(1-(3-cyano-2-methylphenylamino)ethyl)-N,N-dimethyl-2-morpholino-4-oxo-4H-chromene-6-carboxamide (52 mg, 55%) as a white solid. Mass Spectrum: M+H+ 461.